Dataset: the Open Reaction Database (ORD), a public repository of structured organic reaction records. Task: describe an organic reaction: reactants, conditions, products, and yield Reactants: Cl.C(C1=CC=CC=C1)OC(=O)N(C(C)C)CC1NCCC2=CC(=C(C=C12)O)O (1-(N-benzyloxycarbonyl-N-isopropylaminomethyl)-6,7-dihydroxy-1,2,3,4-tetrahydroisoquinoline hydrochloride), Cl (hydrochloric acid). Run in C(C)(=O)O (acetic acid). The product is Cl.Cl.C(C)(C)NCC1NCCC2=CC(=C(C=C12)O)O (1-(N-isopropylaminomethyl)-6,7-dihydroxy-1,2,3,4-tetrahydroisoquinoline dihydrochloride). The yield is 86.5%. RXN SMILES: [ClH:1].C(OC([N:12]([CH2:16][CH:17]1[C:26]2[C:21](=[CH:22][C:23]([OH:28])=[C:24]([OH:27])[CH:25]=2)[CH2:20][CH2:19][NH:18]1)[CH:13]([CH3:15])[CH3:14])=O)C1C=CC=CC=1.Cl>C(O)(=O)C>[ClH:1].[ClH:1].[CH:13]([NH:12][CH2:16][CH:17]1[C:26]2[C:21](=[CH:22][C:23]([OH:28])=[C:24]([OH:27])[CH:25]=2)[CH2:20][CH2:19][NH:18]1)([CH3:15])[CH3:14] |f:0.1,4.5.6|. Procedure: A mixture of 1-(N-benzyloxycarbonyl-N-isopropylaminomethyl)-6,7-dihydroxy-1,2,3,4-tetrahydroisoquinoline hydrochloride (3.5 g), conc. hydrochloric acid (20 ml) and acetic acid (20 ml) was refluxed for 1 hour. The reaction mixture was concentrated to dryness under reduced pressure and the residue was crystallized with a mixture of acetone and water. The crystals were recrystallized from a mixture of methanol and ether to give 1-(N-isopropylaminomethyl)-6,7-dihydroxy-1,2,3,4-tetrahydroisoquinoline... The reactants are C(C1=CC=CC=C1)N[C@@H]1[C@@H](CN(CC1)C(=O)OC(C)(C)C)OCC=C (tert-butyl cis(±)-4-(benzylamino)-3-allyloxypiperidine-1-carboxylate), C(=O)[O-].[NH4+] (ammonium formate). Reagents/catalysts: [Pd] (Pd/C). Solvent: CO (methanol). Yields the product N[C@@H]1[C@@H](CN(CC1)C(=O)OC(C)(C)C)OCCC (tert-Butyl cis(±)-4-amino-3-propoxypiperidine-1-carboxylate). Yield: 92.3%. RXN SMILES: C([NH:8][C@H:9]1[CH2:14][CH2:13][N:12]([C:15]([O:17][C:18]([CH3:21])([CH3:20])[CH3:19])=[O:16])[CH2:11][C@H:10]1[O:22][CH2:23][CH:24]=[CH2:25])C1C=CC=CC=1.C([O-])=O.[NH4+]>[Pd].CO>[NH2:8][C@H:9]1[CH2:14][CH2:13][N:12]([C:15]([O:17][C:18]([CH3:19])([CH3:20])[CH3:21])=[O:16])[CH2:11][C@H:10]1[O:22][CH2:23][CH2:24][CH3:25] |f:1.2|. Procedure: The same operation as in Example (90d) was performed using tert-butyl cis(±)-4-(benzylamino)-3-allyloxypiperidine-1-carboxylate obtained in Example (113c) (4.96 g, 14.3 mmol), 10% Pd/C (wet, 1.5 g), ammonium formate (5.42 g, 86 mmol) and methanol (30 mL), to obtain 3.41 g of the title compound as a colorless oily substance (93%). Starting materials: CCCCO, CCN(C(C)C)C(C)C, NCc1cc2cccc(Cl)c2nc1Oc1ccccc1, Clc1ncnc2nc[nH]c12. The product is Clc1cccc2cc(CNc3ncnc4[nH]cnc34)c(Oc3ccccc3)nc12. RXN SMILES: [CH2:40]([OH:41])[CH2:42][CH2:43][CH3:44].[CH:31]([N:32]([CH2:33][CH3:34])[CH:35]([CH3:36])[CH3:37])([CH3:38])[CH3:39].[Cl:1][c:2]1[cH:3][cH:4][cH:5][c:6]2[cH:7][c:8]([CH2:19][NH2:20])[c:9]([O:12][c:13]3[cH:14][cH:15][cH:16][cH:17][cH:18]3)[n:10][c:11]12.[Cl:21][c:22]1[c:23]2[nH:24][cH:25][n:26][c:27]2[n:28][cH:29][n:30]1>>[Cl:1][c:2]1[cH:3][cH:4][cH:5][c:6]2[cH:7][c:8]([CH2:19][NH:20][c:22]3[c:23]4[n:24][cH:25][nH:26][c:27]4[n:28][cH:29][n:30]3)[c:9]([O:12][c:13]3[cH:14][cH:15][cH:16][cH:17][cH:18]3)[n:10][c:11]12.